describe an organic reaction: reactants, conditions, products, and yield From a dataset of the Open Reaction Database (ORD), a public repository of structured organic reaction records. The reactants are N#CCCCCCCBr, Nc1ccc(OCc2ccccc2)cc1, [Cl-], [Cs+], [F-], [Na+], CN(C)C=O. The product is N#CCCCCCCNc1ccc(OCc2ccccc2)cc1. RXN SMILES: [Br:16][CH2:17][CH2:18][CH2:19][CH2:20][CH2:21][CH2:22][C:23]#[N:24].[CH2:1]([c:2]1[cH:3][cH:4][cH:5][cH:6][cH:7]1)[O:8][c:9]1[cH:10][cH:11][c:12]([NH2:13])[cH:14][cH:15]1.[Cl-:28].[Cs+:26].[F-:25].[Na+:27].[O:29]=[CH:30][N:31]([CH3:32])[CH3:33]>>[CH2:1]([c:2]1[cH:3][cH:4][cH:5][cH:6][cH:7]1)[O:8][c:9]1[cH:10][cH:11][c:12]([NH:13][CH2:17][CH2:18][CH2:19][CH2:20][CH2:21][CH2:22][C:23]#[N:24])[cH:14][cH:15]1. Starting materials: C(C)ON=CC1=CC=C(C=C1)F (4-fluorobenzaldehyde O-ethyloxime), C(#N)[BH3-].[Na+] (sodium cyanoborohydride), compound 3-B. Yields the product C(C)ONCC1=CC=C(C=C1)F (O-Ethyl-N-4-fluorobenzyl-hydroxylamine). The yield is 74.0%. As a reaction SMILES: [CH2:1]([O:3][N:4]=[CH:5][C:6]1[CH:11]=[CH:10][C:9]([F:12])=[CH:8][CH:7]=1)[CH3:2].C([BH3-])#N.[Na+]>>[CH2:1]([O:3][NH:4][CH2:5][C:6]1[CH:7]=[CH:8][C:9]([F:12])=[CH:10][CH:11]=1)[CH3:2] |f:1.2|. Procedure: Reduction of 4-fluorobenzaldehyde O-ethyloxime with sodium cyanoborohydride as described in the preparation of compound 3-B gave the title hydroxylamine as a clear oil after chromatography (74% yield). 1HNMR 400 MHz (C6D6) δ (ppm): 1.13 (3H, t, J=7.1 Hz, CH3), 3.70 (2H, q, J=7.1 Hz, OCH2), 3.78 (2H, d, J=5.4 Hz, NCH2), 5.20 (2H, broad t, NH), 6.89 (2H, m, aromatics), 7.09 (2H, m, aromatics). Anal. calcd for C9H12FNO: C, 63.88; H, 7.14; N, 8.27. Found: C, 63.68; H, 7.08; N, 8.46. Starting materials: Cl (hydrochloric acid), ClC(=O)OC1CCCC1 (Cyclopentyl chloroformate), NC=1C=C2C(=CN(C2=CC1)C)CC1=C(C=C(C(=O)OC)C=C1)OC (methyl 4-(5-amino-1-methylindol-3-ylmethyl)-3-methoxybenzoate), CN1CCOCC1 (N-methylmorpholine). Solvent: ClCCl (dichloromethane). Conditions: time 2 hour. The product is C1(CCCC1)OC(=O)NC=1C=C2C(=CN(C2=CC1)C)CC1=C(C=C(C(=O)OC)C=C1)OC (Methyl 4-[5-(cyclopentyloxycarbonyl)amino-1-methylindol-3-ylmethyl]-3-methoxybenzoate). Yield: 77.4%. Reaction SMILES: Cl[C:2]([O:4][CH:5]1[CH2:9][CH2:8][CH2:7][CH2:6]1)=[O:3].[NH2:10][C:11]1[CH:12]=[C:13]2[C:17](=[CH:18][CH:19]=1)[N:16]([CH3:20])[CH:15]=[C:14]2[CH2:21][C:22]1[CH:31]=[CH:30][C:25]([C:26]([O:28][CH3:29])=[O:27])=[CH:24][C:23]=1[O:32][CH3:33].CN1CCOCC1.Cl>ClCCl>[CH:5]1([O:4][C:2]([NH:10][C:11]2[CH:12]=[C:13]3[C:17](=[CH:18][CH:19]=2)[N:16]([CH3:20])[CH:15]=[C:14]3[CH2:21][C:22]2[CH:31]=[CH:30][C:25]([C:26]([O:28][CH3:29])=[O:27])=[CH:24][C:23]=2[O:32][CH3:33])=[O:3])[CH2:9][CH2:8][CH2:7][CH2:6]1. Procedure details: Cyclopentyl chloroformate (0.11 g.) was added to a stirred solution of methyl 4-(5-amino-1-methylindol-3-ylmethyl)-3-methoxybenzoate (D) (0.25 g.) and N-methylmorpholine (0.23 g.) in dichloromethane (3 ml.), under an atmosphere of nitrogen. The mixture was stirred for 2 hours and then poured into 1M hydrochloric acid (20 ml.). This acid mixture was extracted with ethyl acetate (2×30 ml.). The combined extracts were washed with saturated brine (20 ml.), dried (MgSO4), and evaporated to give a vis... Starting materials: COC1=C(C(=CC(=C1OC)OC)C)C(O)C1=C(C=NC=C1C)Br ((2,3,4-trimethoxy-6-methylphenyl)(3-bromo-5-methyl-4-pyridyl)methanol). Reagents/catalysts: [O-2].[O-2].[Mn+4] (manganese dioxide). The solvent is C1(=CC=CC=C1)C (toluene). The product is COC1=C(C(=O)C2=C(C=NC=C2C)Br)C(=CC(=C1OC)OC)C (4-(2,3,4-trimethoxy-6-methylbenzoyl)-3-bromo-5-methylpyridine). Yield: 55.0%. Reaction SMILES: [CH3:1][O:2][C:3]1[C:8]([O:9][CH3:10])=[C:7]([O:11][CH3:12])[CH:6]=[C:5]([CH3:13])[C:4]=1[CH:14]([C:16]1[C:21]([CH3:22])=[CH:20][N:19]=[CH:18][C:17]=1[Br:23])[OH:15]>[O-2].[O-2].[Mn+4].C1(C)C=CC=CC=1>[CH3:1][O:2][C:3]1[C:8]([O:9][CH3:10])=[C:7]([O:11][CH3:12])[CH:6]=[C:5]([CH3:13])[C:4]=1[C:14]([C:16]1[C:21]([CH3:22])=[CH:20][N:19]=[CH:18][C:17]=1[Br:23])=[O:15] |f:1.2.3|. Reported procedure: 3 g of manganese dioxide was added to a toluene (30 ml) solution of 0.43 g (1.1 mmol) of (2,3,4-trimethoxy-6-methylphenyl)(3-bromo-5-methyl-4-pyridyl)methanol obtained in step (b), followed by stirring under reflux by heating for 2 hours. The mixture was subjected to filtration, the solvent was distilled off under reduced pressure, and the crude product thus obtained was purified by silica gel column chromatography to obtain 0.23 g (yield 54%) of 4-(2,3,4-trimethoxy-6-methylbenzoyl)-3-bromo-5-me... Starting materials: ClC1=CC=C(C=2C=CC(=C(C2)C(O)C=2OC=CC2)CC)C=C1 ((4′-chloro-4-ethylbiphen-3-yl)furan-2-ylmethanol), CC(=O)C (acetone). The reagents and catalysts are polyphosphoric acid. Solvent: O (water). Run at temperature 55 celsius, time 25 hour. Product: ClC1=CC=C(C=2C=CC(=C(C2)C2C(C=CC2=O)O)CC)C=C1 (5-(4′-chloro-4-ethylbiphen-3-yl)-4-hydroxy-cyclopent-2-enone). RXN SMILES: [Cl:1][C:2]1[CH:22]=[CH:21][C:5]([C:6]2[CH:7]=[CH:8][C:9]([CH2:19][CH3:20])=[C:10]([CH:12]([C:14]3[O:15][CH:16]=[CH:17][CH:18]=3)O)[CH:11]=2)=[CH:4][CH:3]=1.CC(C)=[O:25]>O>[Cl:1][C:2]1[CH:22]=[CH:21][C:5]([C:6]2[CH:7]=[CH:8][C:9]([CH2:19][CH3:20])=[C:10]([CH:12]3[C:16](=[O:15])[CH:17]=[CH:18][CH:14]3[OH:25])[CH:11]=2)=[CH:4][CH:3]=1. Procedure: A solution of (4′-chloro-4-ethylbiphen-3-yl)furan-2-ylmethanol (67.18 g, 214.8 mmol) in acetone (1340 ml) and water (235 ml) is heated to 55° C. and 30 drops of polyphosphoric acid are added. The mixture is stirred at 55° C. for 25 hours, then cooled to room temperature. The reaction mixture is concentrated under reduced pressure to remove most of the acetone then ethyl acetate (600 ml) is added, and the reaction mixture is partitioned. The aqueous phase is extracted into ethyl acetate and the o... Starting materials: BrC=1C=C2C=NN(C2=C(C1)CO)CC(C)C ((5-Bromo-1-isobutyl-1H-indazole-7-yl)-methanol), COC(=O)C=1C=C2C(=NNC2=CC1)C (3-methyl-1H-indazole-5-carboxylic acid methyl ester), heterocycle. The product is COC(=O)C=1C=C2C(=NN(C2=CC1)CC=1C=C(C=C2C=NN(C12)CC(C)C)Br)C (1-(5-Bromo-1-isobutyl-1H-indazol-7-ylmethyl)-3-methyl-1H-indazole-5-carboxylic acid methyl ester). Yield: 76.0%. RXN SMILES: [Br:1][C:2]1[CH:3]=[C:4]2[C:8](=[C:9]([CH2:11]O)[CH:10]=1)[N:7]([CH2:13][CH:14]([CH3:16])[CH3:15])[N:6]=[CH:5]2.[CH3:17][O:18][C:19]([C:21]1[CH:22]=[C:23]2[C:27](=[CH:28][CH:29]=1)[NH:26][N:25]=[C:24]2[CH3:30])=[O:20]>>[CH3:17][O:18][C:19]([C:21]1[CH:22]=[C:23]2[C:27](=[CH:28][CH:29]=1)[N:26]([CH2:11][C:9]1[CH:10]=[C:2]([Br:1])[CH:3]=[C:4]3[C:8]=1[N:7]([CH2:13][CH:14]([CH3:16])[CH3:15])[N:6]=[CH:5]3)[N:25]=[C:24]2[CH3:30])=[O:20]. Procedure: Compound 37 was prepared following general method 3A, using compound 18 as a starting material and 3-methyl-1H-indazole-5-carboxylic acid methyl ester as the heterocycle. Yield: 76%.